From a dataset of the Open Reaction Database (ORD), a public repository of structured organic reaction records. describe an organic reaction: reactants, conditions, products, and yield The reactants are ClC=1C2=C(N=CN1)N(C=C2I)C2CCC(CC2)=O (4-(4-chloro-5-iodo-7H-pyrrolo[2,3-d]pyrimidin-7-yl)-1-cyclohexanone), CN1CCNCC1 (N-methylpiperazine), C(C)(=O)O (acetic acid), COC(OC)OC (trimethylorthoformate), C(C)(=O)O[BH-](OC(C)=O)OC(C)=O.[Na+] (Sodium triacetoxyborohydride). Solvent: ClC(C)Cl (dichloroethane). Run at time 1 hour. Yields the product ClC=1C2=C(N=CN1)N(C=C2I)[C@@H]2CC[C@H](CC2)N2CCN(CC2)C (trans-4-chloro-5-iodo-7-[4-(4-methylpiperazino)cyclohexyl]-7H-pyrrolo[2,3-d]pyrimidine). Isolated yield 24.8%. As a reaction SMILES: [Cl:1][C:2]1[C:3]2[C:10]([I:11])=[CH:9][N:8]([CH:12]3[CH2:17][CH2:16][C:15](=O)[CH2:14][CH2:13]3)[C:4]=2[N:5]=[CH:6][N:7]=1.[CH3:19][N:20]1[CH2:25][CH2:24][NH:23][CH2:22][CH2:21]1.C(O)(=O)C.COC(OC)OC.C(O[BH-](OC(=O)C)OC(=O)C)(=O)C.[Na+]>ClC(Cl)C>[Cl:1][C:2]1[C:3]2[C:10]([I:11])=[CH:9][N:8]([C@H:12]3[CH2:17][CH2:16][C@H:15]([N:23]4[CH2:24][CH2:25][N:20]([CH3:19])[CH2:21][CH2:22]4)[CH2:14][CH2:13]3)[C:4]=2[N:5]=[CH:6][N:7]=1 |f:4.5|. Reported procedure: A mixture of 4-(4-chloro-5-iodo-7H-pyrrolo[2,3-d]pyrimidin-7-yl)-1-cyclohexanone (5.6 g, 14.9 mmol), N-methylpiperazine (3.3 mL, 29.8 mmol), acetic acid (2.6 mL, 44.7 mmol), and trimethylorthoformate (9.9 mL, 89.4 mmol) in dichloroethane (100 mL) was stirred at ambient temperature under an atmosphere of nitrogen for 1 hr. Sodium triacetoxyborohydride (14.2 g, 67.05 mmol) was added into the mixture and stirred at ambient temperature under an atmosphere of nitrogen for 18 hours. The solvent was re... Starting materials: CCOC(=O)c1ccc(C=C(C)c2cc3c(cc2Br)C(C)(C)CCC3(C)C)cc1, COCCO, [Na+], [OH-]. Yields the product CC(=Cc1ccc(C(=O)O)cc1)c1cc2c(cc1Br)C(C)(C)CCC2(C)C. Reaction SMILES: [Br:3][c:4]1[c:5]([C:18](=[CH:19][c:20]2[cH:21][cH:22][c:23]([C:24](=[O:25])[O:26][CH2:27][CH3:28])[cH:29][cH:30]2)[CH3:31])[cH:6][c:7]2[c:12]([cH:13]1)[C:11]([CH3:14])([CH3:15])[CH2:10][CH2:9][C:8]2([CH3:16])[CH3:17].[CH3:32][O:33][CH2:34][CH2:35][OH:36].[Na+:2].[OH-:1]>>[Br:3][c:4]1[c:5]([C:18](=[CH:19][c:20]2[cH:21][cH:22][c:23]([C:24](=[O:25])[OH:26])[cH:29][cH:30]2)[CH3:31])[cH:6][c:7]2[c:12]([cH:13]1)[C:11]([CH3:14])([CH3:15])[CH2:10][CH2:9][C:8]2([CH3:16])[CH3:17]. The product is C1(=CC=CC=C1)S(=O)(=O)C1(CNCCC1)C(=O)N[C@@H](CC1=C(C=C(C=C1)C1=C(C=CC=C1OC)OC)OCC1=CC=CC=C1)C(=O)O (N-(3-phenylsulfonyl-nipecotyl)-4-(2′,6′-dimethoxyphenyl)-2-benzyloxyphenylalanine). Reaction SMILES: C([N:8]1[CH2:49][CH2:48][CH2:47][C:10]([S:50]([C:53]2[CH:58]=[CH:57][CH:56]=[CH:55][CH:54]=2)(=[O:52])=[O:51])([C:11]([NH:13][C@H:14]([C:40]([O:42]C(C)(C)C)=[O:41])[CH2:15][C:16]2[CH:21]=[CH:20][C:19]([C:22]3[C:27]([O:28][CH3:29])=[CH:26][CH:25]=[CH:24][C:23]=3[O:30][CH3:31])=[CH:18][C:17]=2[O:32][CH2:33][C:34]2[CH:39]=[CH:38][CH:37]=[CH:36][CH:35]=2)=[O:12])[CH2:9]1)(OC(C)(C)C)=O.C(O)(C(F)(F)F)=O>>[C:53]1([S:50]([C:10]2([C:11]([NH:13][C@H:14]([C:40]([OH:42])=[O:41])[CH2:15][C:16]3[CH:21]=[CH:20][C:19]([C:22]4[C:23]([O:30][CH3:31])=[CH:24][CH:25]=[CH:26][C:27]=4[O:28][CH3:29])=[CH:18][C:17]=3[O:32][CH2:33][C:34]3[CH:39]=[CH:38][CH:37]=[CH:36][CH:35]=3)=[O:12])[CH2:47][CH2:48][CH2:49][NH:8][CH2:9]2)(=[O:52])=[O:51])[CH:54]=[CH:55][CH:56]=[CH:57][CH:58]=1. Reported procedure: N-(N-(BOC)-3-phenylsulfonyl-nipecotyl)-4-(2′,6′-dimethoxyphenyl)-2-benzyloxyphenylalanine, tert-butyl ester (74 mg, 0.091 mmol) was treated with TFA according to procedure described in Example 1, Step C to yield N-(3-phenylsulfonyl-nipecotyl)-4-(2′,6′-dimethoxyphenyl)-2-benzyloxyphenylalanine. The reactants are C(=O)(OC(C)(C)C)N1CC(C(=O)N[C@@H](CC2=C(C=C(C=C2)C2=C(C=CC=C2OC)OC)OCC2=CC=CC=C2)C(=O)OC(C)(C)C)(CCC1)S(=O)(=O)C1=CC=CC=C1 (N-(N-(BOC)-3-phenylsulfonyl-nipecotyl)-4-(2′,6′-dimethoxyphenyl)-2-benzyloxyphenylalanine, tert-butyl ester), C(=O)(C(F)(F)F)O (TFA). The reactants are P(Br)(Br)Br (PBr3), CN1N=C(C=C1CO)C1=CC=C(C=C1)OC(F)(F)F ({1-methyl-3-[4-(trifluoromethoxy)phenyl]-1H-pyrazol-5-yl}methanol). Run in CCOCC (Et2O). Conditions: time 16 hour. Product: BrCC1=CC(=NN1C)C1=CC=C(C=C1)OC(F)(F)F (5-(bromomethyl)-1-methyl-3-[4-(trifluoromethoxy)phenyl]-1H-pyrazole). Yield: 84.3%. As a reaction SMILES: P(Br)(Br)[Br:2].[CH3:5][N:6]1[C:10]([CH2:11]O)=[CH:9][C:8]([C:13]2[CH:18]=[CH:17][C:16]([O:19][C:20]([F:23])([F:22])[F:21])=[CH:15][CH:14]=2)=[N:7]1>CCOCC>[Br:2][CH2:11][C:10]1[N:6]([CH3:5])[N:7]=[C:8]([C:13]2[CH:18]=[CH:17][C:16]([O:19][C:20]([F:23])([F:22])[F:21])=[CH:15][CH:14]=2)[CH:9]=1. Procedure: PBr3 (0.15 mL, 1.60 mmol) was added to a solution of alcohol 72 (0.205 g, 0.75 mmol) in Et2O (10 mL) at 0° C. The mixture was stirred at room temperature for 16 h, cooled to 0° C., quenched with ice and diluted with Et2O (100 mL). Chromatography of the organic portion on silica gel (eluting with CH2Cl2) gave 5-(bromomethyl)-1-methyl-3-[4-(trifluoromethoxy)phenyl]-1H-pyrazole (73) (0.212 g, 85%) as a white solid: mp 70-71° C.; 1H NMR (CDCl3) δ 7.76 (d, J=8.9 Hz, 2H), 7.22 (d, J=8.9 Hz, 2H), 6.55 ... The reactants are COc1cc2ncnc(Oc3cccc(N)c3)c2cc1OC, CN(C)c1ccncc1, CCN(C(C)C)C(C)C, C1CCOC1, O=C(Nc1cc(-c2ccccc2)on1)Oc1ccccc1. The product is COc1cc2ncnc(Oc3cccc(NC(=O)Nc4cc(-c5ccccc5)on4)c3)c2cc1OC. RXN SMILES: [CH3:1][O:2][c:3]1[cH:4][c:5]2[c:6]([O:15][c:16]3[cH:17][c:18]([NH2:19])[cH:20][cH:21][cH:22]3)[n:7][cH:8][n:9][c:10]2[cH:11][c:12]1[O:13][CH3:14].[CH3:58][N:59]([CH3:60])[c:61]1[cH:62][cH:63][n:64][cH:65][cH:66]1.[CH:23]([N:24]([CH2:25][CH3:26])[CH:27]([CH3:28])[CH3:29])([CH3:30])[CH3:31].[O:53]1[CH2:54][CH2:55][CH2:56][CH2:57]1.[c:32]1(-[c:38]2[cH:39][c:40]([NH:43][C:44]([O:45][c:47]3[cH:48][cH:49][cH:50][cH:51][cH:52]3)=[O:46])[n:41][o:42]2)[cH:33][cH:34][cH:35][cH:36][cH:37]1>>[CH3:1][O:2][c:3]1[cH:4][c:5]2[c:6]([O:15][c:16]3[cH:17][c:18]([NH:19][C:44]([NH:43][c:40]4[cH:39][c:38](-[c:32]5[cH:33][cH:34][cH:35][cH:36][cH:37]5)[o:42][n:41]4)=[O:45])[cH:20][cH:21][cH:22]3)[n:7][cH:8][n:9][c:10]2[cH:11][c:12]1[O:13][CH3:14]. Starting materials: CCCCCC.CCOC(=O)C (hexane EtOAc), ClC1=CC=C2C(=CC=NC2=C1)N1CC(NCC1)C (7-Chloro-4-(3-methylpiperazin-1-yl)quinoline), FC1=CC=C(C=C1)N=C=O (4-fluorophenyl isocyanate). Run in C(Cl)Cl (CH2Cl2). The product is ClC1=CC=C2C(=CC=NC2=C1)N1CC(N(CC1)C(=O)NC1=CC=C(C=C1)F)C (7-Chloro-4-[4-(4-fluorophenylaminocarbonyl)-3-methylpiperazin-1-yl]quinoline). Reaction SMILES: [Cl:1][C:2]1[CH:11]=[C:10]2[C:5]([C:6]([N:12]3[CH2:17][CH2:16][NH:15][CH:14]([CH3:18])[CH2:13]3)=[CH:7][CH:8]=[N:9]2)=[CH:4][CH:3]=1.[F:19][C:20]1[CH:25]=[CH:24][C:23]([N:26]=[C:27]=[O:28])=[CH:22][CH:21]=1.CCCCCC.CCOC(C)=O>C(Cl)Cl>[Cl:1][C:2]1[CH:11]=[C:10]2[C:5]([C:6]([N:12]3[CH2:17][CH2:16][N:15]([C:27]([NH:26][C:23]4[CH:24]=[CH:25][C:20]([F:19])=[CH:21][CH:22]=4)=[O:28])[CH:14]([CH3:18])[CH2:13]3)=[CH:7][CH:8]=[N:9]2)=[CH:4][CH:3]=1 |f:2.3|. Reported procedure: 7-Chloro-4-(3-methylpiperazin-1-yl)quinoline (0.13 g, 0.5 mmol) and 4-fluorophenyl isocyanate (57 μL, 0.5 mmol) in CH2Cl2 (10 mL) are reacted according to method C yielding the title product after column chromatography with hexane-EtOAc. Starting materials: CC(C)C(OC(=O)C1CC2CCC1(C)C2(C)C)c1ccccc1[N+](=O)[O-], CO, [K+], [K+], O=C([O-])[O-]. Product: CC(C)C(O)c1ccccc1[N+](=O)[O-]. RXN SMILES: [C:1]12([CH3:2])[C:3]([CH3:4])([CH3:5])[CH:6]([CH2:7][CH2:8]1)[CH2:9][CH:10]2[C:11]([O:12][CH:13]([CH:14]([CH3:15])[CH3:16])[c:17]1[c:18]([N+:23](=[O:24])[O-:25])[cH:19][cH:20][cH:21][cH:22]1)=[O:26].[CH3:33][OH:34].[K+:27].[K+:28].[O-:29][C:30]([O-:31])=[O:32]>>[OH:12][CH:13]([CH:14]([CH3:15])[CH3:16])[c:17]1[c:18]([N+:23](=[O:24])[O-:25])[cH:19][cH:20][cH:21][cH:22]1. Reactants: O1C(=CC=C1)/C(/C(=O)N[C@H]1[C@@H]2N(C(=C(CS2)CO)C(=O)O)C1=O)=N/OC ((6R,7R)-7-[Z-2-(fur-2-yl)-2-methoxyiminoacetamido]-3-hydroxymethylceph-3-em-4-carboxylic acid), ClP(=O)(Cl)N=C=O (dichlorophosphinyl isocyanate), Cl (hydrochloric acid), C(=O)(O)[O-].[Na+] (NaHCO3), C(=O)(O)[O-].[Na+] (NaHCO3). Run in O1CCOCC1 (dioxan), ClCCCl (1,2-dichloroethane), O (water). Reaction conditions: time 15 minute. Product: CO/N=C(/C1=CC=CO1)\C(=O)N[C@H]2[C@@H]3N(C2=O)C(=C(CS3)COC(=O)N)C(=O)O (Cefuroxime). Isolated yield 75.0%. As a reaction SMILES: [O:1]1[CH:5]=[CH:4][CH:3]=[C:2]1/[C:6](=[N:24]/[O:25][CH3:26])/[C:7]([NH:9][C@@H:10]1[C:22](=[O:23])[N:12]2[C:13]([C:19]([OH:21])=[O:20])=[C:14]([CH2:17][OH:18])[CH2:15][S:16][C@H:11]12)=[O:8].ClP([N:31]=[C:32]=[O:33])(Cl)=O.C([O-])(O)=O.[Na+].Cl>O1CCOCC1.ClCCCl.O>[CH3:26][O:25]/[N:24]=[C:6](\[C:7]([NH:9][C@@H:10]1[C:22](=[O:23])[N:12]2[C:13]([C:19]([OH:21])=[O:20])=[C:14]([CH2:17][O:18][C:32]([NH2:31])=[O:33])[CH2:15][S:16][C@H:11]12)=[O:8])/[C:2]1[O:1][CH:5]=[CH:4][CH:3]=1 |f:2.3|. Reported procedure: A solution of (6R,7R)-7-[Z-2-(fur-2-yl)-2-methoxyiminoacetamido]-3-hydroxymethylceph-3-em-4-carboxylic acid (3.81 g) in dioxan (20 ml) was added over ca. 1 minute to a stirred solution of dichlorophosphinyl isocyanate (1.46 ml) in 1,2-dichloroethane (30 ml) at 19°, the temperature rising to 28°. The resulting solution was stirred for 15 minutes and then added to a solution of NaHCO3 (5.1 g) in water (70 ml). This mixture was stirred at ca. 30° for 1 hour, and then heated at 40° to 45° for a tota... Starting materials: BrC1=CC=C(C=C1)C1=C(C(=NO1)C)N (5-(4-bromo-phenyl)-3-methyl-isoxazol-4-ylamine), FC(C1=CC=C(COC2=CC=C(C=C2)CC(C)=O)C=C1)(F)F (1-[4-(4-trifluoromethyl-benzyloxy)-phenyl]-propan-2-one). Yields the product BrC1=CC=C(C=C1)C1=C(C(=NO1)C)NC(CC1=CC=C(C=C1)OCC1=CC=C(C=C1)C(F)(F)F)C ([5-(4-Bromo-phenyl)-3-methyl-isoxazol-4-yl]-{1-methyl-2-[4-(4-trifluoromethyl-benzyloxy)-phenyl]-ethyl}-amine). As a reaction SMILES: [Br:1][C:2]1[CH:7]=[CH:6][C:5]([C:8]2[O:12][N:11]=[C:10]([CH3:13])[C:9]=2[NH2:14])=[CH:4][CH:3]=1.[F:15][C:16]([F:36])([F:35])[C:17]1[CH:34]=[CH:33][C:20]([CH2:21][O:22][C:23]2[CH:28]=[CH:27][C:26]([CH2:29][C:30](=O)[CH3:31])=[CH:25][CH:24]=2)=[CH:19][CH:18]=1>>[Br:1][C:2]1[CH:3]=[CH:4][C:5]([C:8]2[O:12][N:11]=[C:10]([CH3:13])[C:9]=2[NH:14][CH:30]([CH3:31])[CH2:29][C:26]2[CH:27]=[CH:28][C:23]([O:22][CH2:21][C:20]3[CH:33]=[CH:34][C:17]([C:16]([F:15])([F:35])[F:36])=[CH:18][CH:19]=3)=[CH:24][CH:25]=2)=[CH:6][CH:7]=1. Reported procedure: Prepared according to the procedure described in Example 36, Step 2, using 5-(4-bromo-phenyl)-3-methyl-isoxazol-4-ylamine and 1-[4-(4-trifluoromethyl-benzyloxy)-phenyl]-propan-2-one.